From a dataset of the Open Reaction Database (ORD), a public repository of structured organic reaction records. describe an organic reaction: reactants, conditions, products, and yield Reactants: N1CCOCC1 (morpholine), C(#N)C1=CC=C(C=C1)O (4-cyanophenol), BrCCCCl (1-bromo-3-chloropropane). Yields the product O1CCN(CC1)CCCOC1=CC=C(C#N)C=C1 (4-(3-morpholinopropoxy)benzonitrile), crude product. As a reaction SMILES: [C:1]([C:3]1[CH:8]=[CH:7][C:6]([OH:9])=[CH:5][CH:4]=1)#[N:2].Br[CH2:11][CH2:12][CH2:13]Cl.[NH:15]1[CH2:20][CH2:19][O:18][CH2:17][CH2:16]1>>[O:18]1[CH2:19][CH2:20][N:15]([CH2:11][CH2:12][CH2:13][O:9][C:6]2[CH:7]=[CH:8][C:3]([C:1]#[N:2])=[CH:4][CH:5]=2)[CH2:16][CH2:17]1. Procedure details: According to a similar manner as that in Reference Example 78 except that 4-cyanophenol, 1-bromo-3-chloropropane, and morpholine were used, 4-(3-morpholinopropoxy)benzonitrile (quantitative) was obtained as a crude product. Starting materials: COC(=O)C1(Nc2cccc(OC)c2)CCN(Cc2ccccc2)CC1, CCO, [H][H]. Product: COC(=O)C1(Nc2cccc(OC)c2)CCNCC1. RXN SMILES: [CH3:1][O:2][c:3]1[cH:4][c:5]([NH:9][C:10]2([C:23](=[O:24])[O:25][CH3:26])[CH2:11][CH2:12][N:13]([CH2:16][c:17]3[cH:18][cH:19][cH:20][cH:21][cH:22]3)[CH2:14][CH2:15]2)[cH:6][cH:7][cH:8]1.[CH3:29][CH2:30][OH:31].[H:27][H:28]>>[CH3:1][O:2][c:3]1[cH:4][c:5]([NH:9][C:10]2([C:23](=[O:24])[O:25][CH3:26])[CH2:11][CH2:12][NH:13][CH2:14][CH2:15]2)[cH:6][cH:7][cH:8]1. Solvent: C(Cl)Cl (methylene chloride). Reaction conditions: time 1 hour. Reaction SMILES: [CH3:1][C:2]([CH2:9][N+:10]([O-])=O)=[CH:3][CH2:4][O:5][C:6](=[O:8])[CH3:7].N1C=CC=CC=1.P(Cl)(Cl)Cl.Cl>C(Cl)Cl>[CH3:1][C:2]([C:9]#[N:10])=[CH:3][CH2:4][O:5][C:6](=[O:8])[CH3:7]. The reactants are CC(=CCOC(C)=O)C[N+](=O)[O-] (acetic acid(3-methyl-4-nitro-2-buten-1-yl)ester), P(Cl)(Cl)Cl (phosphorous trichloride), Cl (HCl), N1=CC=CC=C1 (pyridine), solution. Product: CC(=CCOC(C)=O)C#N (acetic acid (3-methyl-3-cyano-2-propen-1-yl)-ester). Reported procedure: To 500 mg. (0.003 m) of acetic acid(3-methyl-4-nitro-2-buten-1-yl)ester in 10 ml. of pyridine was added, under an atmosphere of nitrogen, 8 ml. of a 10% solution of phosphorous trichloride (0.008 m) in methylene chloride. After standing for 1 hour at room temperature the reaction mixture was poured, under cooling, into 3N HCl. The reaction mixture was then extracted with ether, washed with saturated sodium chloride solution and dried over magnesium sulfate. The solvent was then evaporated after ... Reactants: CC(C)([O-])C.[K+] (potassium tert-butoxide), C(C)OP(OCC)(=O)CC1=CC(=CC=C1)Br (diethyl[(3-bromophenyl)methyl]phosphonate), O=C1CCN(CC1)C(=O)OC(C)(C)C (1,1-dimethylethyl 4-oxo-1-piperidinecarboxylate), CC(C)([O-])C.[K+] (potassium tert-butoxide). Run in O1CCCC1 (tetrahydrofuran), O1CCCC1 (THF). Conditions: time 1.25 hour. Product: BrC=1C=C(C=CC1)C=C1CCN(CC1)C(=O)OC(C)(C)C (1,1-Dimethylethyl 4-[(3-bromophenyl)methylidene]-1-piperidinecarboxylate). RXN SMILES: C(OP([CH2:9][C:10]1[CH:15]=[CH:14][CH:13]=[C:12]([Br:16])[CH:11]=1)(=O)OCC)C.O=[C:18]1[CH2:23][CH2:22][N:21]([C:24]([O:26][C:27]([CH3:30])([CH3:29])[CH3:28])=[O:25])[CH2:20][CH2:19]1.CC(C)([O-])C.[K+]>O1CCCC1>[Br:16][C:12]1[CH:11]=[C:10]([CH:9]=[C:18]2[CH2:23][CH2:22][N:21]([C:24]([O:26][C:27]([CH3:30])([CH3:29])[CH3:28])=[O:25])[CH2:20][CH2:19]2)[CH:15]=[CH:14][CH:13]=1 |f:2.3|. Procedure details: To diethyl[(3-bromophenyl)methyl]phosphonate (100 g, 326 mmol) in a 2 L 3-neck flask with mechanical stirrer was added tetrahydrofuran (THF) (700 mL) followed by 1,1-dimethylethyl 4-oxo-1-piperidinecarboxylate (71.4 g, 358 mmol) and potassium tert-butoxide (38.4 g, 342 mmol), portion-wise with ice-bath cooling to keep the temperature between 20° C. and 25° C. The mixture became more orange and was then stirred at room temperature under nitrogen. Some material was present as a suspension and it w...